Dataset: the Open Reaction Database (ORD), a public repository of structured organic reaction records. Task: describe an organic reaction: reactants, conditions, products, and yield Reactants: CCOC(=O)Cc1sccc1Nc1c(Cl)cccc1Cl, CCO, [K+], [OH-], O. The product is O=C(O)Cc1sccc1Nc1c(Cl)cccc1Cl. As a reaction SMILES: [CH2:1]([CH3:2])[O:3][C:4]([CH2:5][c:6]1[s:7][cH:8][cH:9][c:10]1[NH:11][c:12]1[c:13]([Cl:19])[cH:14][cH:15][cH:16][c:17]1[Cl:18])=[O:20].[CH3:23][CH2:24][OH:25].[K+:22].[OH-:21].[OH2:26]>>[O:3]=[C:4]([CH2:5][c:6]1[s:7][cH:8][cH:9][c:10]1[NH:11][c:12]1[c:13]([Cl:19])[cH:14][cH:15][cH:16][c:17]1[Cl:18])[OH:20]. Reactants: [SH-].[C+4].[SH-].[SH-].[SH-] (carbon bisulfide), [SH-].[C+4].[SH-].[SH-].[SH-] (Carbon bisulfide), N1CCCCC1 (piperidine), [SH-].[C+4].[SH-].[SH-].[SH-] (carbon bisulfide), [SH-].[C+4].[SH-].[SH-].[SH-] (carbon bisulfide). Conditions: time 15 minute. Yields the product [SH-].[C+4].[SH-].[SH-].[SH-] (carbon bisulfide), N1CCCCC1.N1(CCCCC1)C(=S)S (1-piperidine-carbodithioic acid piperidine salt). As a reaction SMILES: [SH-:1].[C+4:2].[SH-:3].[SH-].[SH-].[NH:6]1[CH2:11][CH2:10][CH2:9][CH2:8][CH2:7]1>>[SH-:1].[C+4:7].[SH-:1].[SH-:1].[SH-:1].[NH:6]1[CH2:11][CH2:10][CH2:9][CH2:8][CH2:7]1.[N:6]1([C:2]([SH:3])=[S:1])[CH2:11][CH2:10][CH2:9][CH2:8][CH2:7]1 |f:0.1.2.3.4,6.7.8.9.10,11.12|. Procedure: Carbon bisulfide is then added to the solution at a temperature of 13°-27° C. The reaction of piperidine and carbon bisulfide is also exothermic. The temperature will rise at least 15° C. The solution is stirred at 13°-27° C. for 15 minutes. To stir longer than 15 minutes is not harmful, but will extend the time cycle unnecessarily. At these temperatures, the reaction is incomplete because some of the carbon bisulfide is absorbed on the surface of the 1-piperidine-carbodithioic acid piperidinium... The reactants are O=C([O-])[O-], C1COCCO1, COC(=O)c1ccc(Br)cc1F, Cc1cc(O)ccc1B1OC(C)(C)C(C)(C)O1, Cl, N#N, [Na+], [Na+], c1ccc(P(c2ccccc2)(c2ccccc2)[Pd](P(c2ccccc2)(c2ccccc2)c2ccccc2)(P(c2ccccc2)(c2ccccc2)c2ccccc2)P(c2ccccc2)(c2ccccc2)c2ccccc2)cc1. Yields the product COC(=O)c1ccc(-c2ccc(O)cc2C)cc1F. RXN SMILES: [C:32](=[O:33])([O-:34])[O-:35].[CH2:39]1[O:40][CH2:41][CH2:42][O:43][CH2:44]1.[CH3:18][O:19][C:20]([c:21]1[c:22]([F:28])[cH:23][c:24]([Br:27])[cH:25][cH:26]1)=[O:29].[CH3:1][c:2]1[cH:3][c:4]([OH:17])[cH:5][cH:6][c:7]1[B:8]1[O:9][C:10]([CH3:11])([CH3:12])[C:13]([CH3:14])([CH3:15])[O:16]1.[ClH:38].[N:30]#[N:31].[Na+:36].[Na+:37].[cH:45]1[cH:46][cH:47][c:48]([P:49]([Pd:50]([P:51]([c:52]2[cH:53][cH:54][cH:55][cH:56][cH:57]2)([c:58]2[cH:59][cH:60][cH:61][cH:62][cH:63]2)[c:64]2[cH:65][cH:66][cH:67][cH:68][cH:69]2)([P:70]([c:71]2[cH:72][cH:73][cH:74][cH:75][cH:76]2)([c:77]2[cH:78][cH:79][cH:80][cH:81][cH:82]2)[c:83]2[cH:84][cH:85][cH:86][cH:87][cH:88]2)[P:89]([c:90]2[cH:91][cH:92][cH:93][cH:94][cH:95]2)([c:96]2[cH:97][cH:98][cH:99][cH:100][cH:101]2)[c:102]2[cH:103][cH:104][cH:105][cH:106][cH:107]2)([c:108]2[cH:109][cH:110][cH:111][cH:112][cH:113]2)[c:114]2[cH:115][cH:116][cH:117][cH:118][cH:119]2)[cH:120][cH:121]1>>[CH3:1][c:2]1[cH:3][c:4]([OH:17])[cH:5][cH:6][c:7]1-[c:24]1[cH:23][c:22]([F:28])[c:21]([C:20]([O:19][CH3:18])=[O:29])[cH:26][cH:25]1. The reactants are O1C(CCCC1)ONC(=O)[C@@H](C\C=C\C1=CC=CC=C1)[C@H](C(=O)NN(C(=O)N1N(CCC1)C(=O)OC(C)(C)C)CC(C)C)CC(C)C ((E)-2(R)-[1(S)-[(tetrahydro-2(RS)-pyranyloxy)carbamoyl]-4-phenyl-3-butenyl]-2′-isobutyl-4-methyl-2′-[(2-tert.butyloxycarbonyl-1-pyrazolidinyl)carbonyl]valerohydrazide), Cl (hydrogen chloride). Run in O1CCOCC1 (dioxan), C(C)OCC (diethyl ether). Conditions: time 2 hour. The product is Cl.ONC(=O)[C@@H](C\C=C\C1=CC=CC=C1)[C@H](C(=O)NN(C(=O)N1NCCC1)CC(C)C)CC(C)C ((E)-2(R)-[1(S)-(hydroxycarbamoyl)-4-phenyl-3-butenyl]-2′-isobutyl-4-methyl-2′-[(1-pyrazolidinyl)carbonyl]valerohydrazide hydrochloride). RXN SMILES: O1CCCCC1[O:7][NH:8][C:9]([C@H:11]([C@@H:21]([CH2:44][CH:45]([CH3:47])[CH3:46])[C:22]([NH:24][N:25]([CH2:40][CH:41]([CH3:43])[CH3:42])[C:26]([N:28]1[CH2:32][CH2:31][CH2:30][N:29]1C(OC(C)(C)C)=O)=[O:27])=[O:23])[CH2:12]/[CH:13]=[CH:14]/[C:15]1[CH:20]=[CH:19][CH:18]=[CH:17][CH:16]=1)=[O:10].[ClH:48]>O1CCOCC1.C(OCC)C>[ClH:48].[OH:7][NH:8][C:9]([C@H:11]([C@@H:21]([CH2:44][CH:45]([CH3:47])[CH3:46])[C:22]([NH:24][N:25]([CH2:40][CH:41]([CH3:42])[CH3:43])[C:26]([N:28]1[CH2:32][CH2:31][CH2:30][NH:29]1)=[O:27])=[O:23])[CH2:12]/[CH:13]=[CH:14]/[C:15]1[CH:20]=[CH:19][CH:18]=[CH:17][CH:16]=1)=[O:10] |f:4.5|. Procedure details: A solution of 0.267 g of (E)-2(R)-[1(S)-[(tetrahydro-2(RS)-pyranyloxy)carbamoyl]-4-phenyl-3-butenyl]-2′-isobutyl-4-methyl-2′-[(2-tert.butyloxycarbonyl-1-pyrazolidinyl)carbonyl]valerohydrazide was treated with 2 ml of 4M hydrogen chloride in dioxan and stirred for 2 hours at room temperature. The mixture was diluted with diethyl ether and the resulting solid was filtered off, washed with diethyl ether and dried to give 0.142 g of (E)-2(R)-[1(S)-(hydroxycarbamoyl)-4-phenyl-3-butenyl]-2′-isobutyl-4... The reactants are OC1=CC=C(CNC(=O)C=2N(C3=CC=CC(=C3C2)OC)CC2=CC(=CC=C2)C#N)C=C1 (1-(3-cyano-benzyl)-4-methoxy-1H-indole-2-carboxylic acid 4-hydroxy-benzyl amide), Cl (hydrogen chloride), N (ammonia). Product: Cl.OC1=CC=C(CNC(=O)C=2N(C3=CC=CC(=C3C2)OC)CC2=CC(=CC=C2)C(N)=N)C=C1 (1-(3-Amidino-benzyl)-4-methoxy-1H-indole-2-carboxylic acid 4-hydroxy-benzyl amide hydrochloride). Yield: 79.0%. RXN SMILES: [OH:1][C:2]1[CH:31]=[CH:30][C:5]([CH2:6][NH:7][C:8]([C:10]2[N:11]([CH2:21][C:22]3[CH:27]=[CH:26][CH:25]=[C:24]([C:28]#[N:29])[CH:23]=3)[C:12]3[C:17]([CH:18]=2)=[C:16]([O:19][CH3:20])[CH:15]=[CH:14][CH:13]=3)=[O:9])=[CH:4][CH:3]=1.[ClH:32].[NH3:33]>>[ClH:32].[OH:1][C:2]1[CH:3]=[CH:4][C:5]([CH2:6][NH:7][C:8]([C:10]2[N:11]([CH2:21][C:22]3[CH:27]=[CH:26][CH:25]=[C:24]([C:28](=[NH:33])[NH2:29])[CH:23]=3)[C:12]3[C:17]([CH:18]=2)=[C:16]([O:19][CH3:20])[CH:15]=[CH:14][CH:13]=3)=[O:9])=[CH:30][CH:31]=1 |f:3.4|. Procedure: This compound was prepared from 1-(3-cyano-benzyl)-4-methoxy-1H-indole-2-carboxylic acid 4-hydroxy-benzyl amide (200 mg, 0.49 mmol), hydrogen chloride, and liquid ammonia analogously to example 19/3. Purification by reversed phase chromatography on RP18 material with water/ethanol/acetic acid 7:3:0.1 and lyophilization gave 179 mg of the desired product (79%). M.p. 202° C. (dec.). MS: 429.2 (100%; M+H+). Starting materials: C(C)(C)(C)N1CC(C1)([N+](=O)[O-])[N+](=O)[O-] (N-tertiarybutyl,3,3 dinitroazetidine), B(F)(F)F.CCOCC (boron trifluoride etherate), C(C)(=O)OC(C)=O (acetic anhydride), N-acetyl, [N+](=O)([O-])C1(CNC1)[N+](=O)[O-] (3,3 dinitroazetidine), [N+](=O)(O)[O-] (nitric acid). Product: C1C(CN1[N+](=O)[O-])([N+](=O)[O-])[N+](=O)[O-] (TNAZ). The yield is 90.0%. As a reaction SMILES: C([N:5]1[CH2:8][C:7]([N+:12]([O-:14])=[O:13])([N+:9]([O-:11])=[O:10])[CH2:6]1)(C)(C)C.[N+:15](C1([N+]([O-])=O)CNC1)([O-:17])=[O:16].B(F)(F)F.CCOCC.C(OC(=O)C)(=O)C.[N+]([O-])(O)=O>>[CH2:6]1[N:5]([N+:15]([O-:17])=[O:16])[CH2:8][C:7]1([N+:9]([O-:11])=[O:10])[N+:12]([O-:14])=[O:13] |f:2.3|. Procedure: The upper reaction scheme is the conversion of the N-tertiarybutyl,3,3 dinitroazetidine to the N-acetyl, 3,3 dinitroazetidine. The reaction conditions are a catalytic amount of boron trifluoride etherate as the Lewis acid and acetic anhydride as the solvent-reactant. The temperature is 125 degrees C. As shown there was about a 90% yield. The compound is nitrated with 70% nitric acid and heated to give TNAZ. The reactants are C(C)NCC1=C(C=CC(=C1)Cl)OCC1CC1 (N-ethyl-5-chloro-2-(cyclopropylmethoxy)benzylamine), ClC1=CC=C(N=N1)C(=O)N (6-chloropyridazine-3-carboxamide), C(C)(C)N(CC)C(C)C (di-isopropylethylamine), CN(C)C=O (DMF). Isolated yield 57.2%. Procedure details: A mixture of N-ethyl-5-chloro-2-(cyclopropylmethoxy)benzylamine (reference example 20) (4.4 g, 18.4 mmol), 6-chloropyridazine-3-carboxamide (3.0 g 19 mmol), di-isopropylethylamine (5.0 ml, 29 mmol) and DMF (25 ml) was stirred at reflux for 16 hours. The mixture was cooled and diluted with water (50 ml), the gum was allowed to settle out and the supernatant liquor decanted. The gum was dissolved in dichloromethane and stirred while adding 2N hydrochloric acid (50 ml). A precipitate formed after 1... As a reaction SMILES: [CH2:1]([NH:3][CH2:4][C:5]1[CH:10]=[C:9]([Cl:11])[CH:8]=[CH:7][C:6]=1[O:12][CH2:13][CH:14]1[CH2:16][CH2:15]1)[CH3:2].Cl[C:18]1[N:23]=[N:22][C:21]([C:24]([NH2:26])=[O:25])=[CH:20][CH:19]=1.C(N(C(C)C)CC)(C)C.CN(C=O)C>O>[Cl:11][C:9]1[CH:8]=[CH:7][C:6]([O:12][CH2:13][CH:14]2[CH2:15][CH2:16]2)=[C:5]([CH:10]=1)[CH2:4][N:3]([C:18]1[N:23]=[N:22][C:21]([C:24]([NH2:26])=[O:25])=[CH:20][CH:19]=1)[CH2:1][CH3:2]. Solvent: O (water). Product: ClC=1C=CC(=C(CN(CC)C2=CC=C(N=N2)C(=O)N)C1)OCC1CC1 (6-[N-(5-Chloro-2-(cyclopropylmethoxy)benzyl)-N-ethylamino]pyridazine-3-carboxamide). The reactants are COC(=O)N1CCC(CC1)CCC(=O)O (3-[N-(methoxycarbonyl)-piperidin4-yl]proprionic acid), CN(C=O)C (dimethylformamide), C(C(=O)Cl)(=O)Cl (oxalyl chloride). Run in ClCCl (dichloromethane). The product is COC(=O)N1CCC(CC1)CCC(=O)Cl (3-[N-(methoxycarbonyl)-piperidin4-yl]proprionyl chloride). RXN SMILES: [CH3:1][O:2][C:3]([N:5]1[CH2:10][CH2:9][CH:8]([CH2:11][CH2:12][C:13]([OH:15])=O)[CH2:7][CH2:6]1)=[O:4].CN(C)C=O.C(Cl)(=O)C([Cl:24])=O>ClCCl>[CH3:1][O:2][C:3]([N:5]1[CH2:10][CH2:9][CH:8]([CH2:11][CH2:12][C:13]([Cl:24])=[O:15])[CH2:7][CH2:6]1)=[O:4]. Reported procedure: To a solution of 49.5 gm (0.23 mol) of the compound of step c), in dichloromethane, was added 0.25 mL of dimethylformamide and 21 mL of oxalyl chloride (0.25 mol). After gas evolution subsided, formation of the title compound was complete. The resulting solution was used directly into the next step. Starting materials: BrB(Br)Br, COc1cc2c(=O)c(Cc3cncnc3)cn3c4cc(Br)ccc4c(c1)c23, ClCCl, [Na+], O, O=C([O-])O. The product is O=c1c(Cc2cncnc2)cn2c3cc(Br)ccc3c3cc(O)cc1c32. Reaction SMILES: [B:28]([Br:29])([Br:30])[Br:31].[Br:1][c:2]1[cH:3][c:4]2[n:5]3[c:6]4[c:7]([cH:8][c:9]([O:15][CH3:16])[cH:10][c:11]4[c:12]2[cH:13][cH:14]1)[c:17](=[O:27])[c:18]([CH2:20][c:21]1[cH:22][n:23][cH:24][n:25][cH:26]1)[cH:19]3.[CH2:38]([Cl:39])[Cl:40].[Na+:33].[OH2:32].[OH:34][C:35](=[O:36])[O-:37]>>[Br:1][c:2]1[cH:3][c:4]2[n:5]3[c:6]4[c:7]([cH:8][c:9]([OH:15])[cH:10][c:11]4[c:12]2[cH:13][cH:14]1)[c:17](=[O:27])[c:18]([CH2:20][c:21]1[cH:22][n:23][cH:24][n:25][cH:26]1)[cH:19]3. Starting materials: C(C)(=O)O.COP(=O)(CC(CC(C)C)C(N[C@@H](CC(C)C)C(NC)=O)=O)CN ((aminomethyl)[(RS)-4-methyl-2-[[(S)-3-methyl-1-(methylcarbamoyl)butyl]carbamoyl]pentyl]phosphinic acid methyl ester acetate), CC1=C2C(C(=O)OC2=O)=C(C=C1)OC (3-methyl-6-methoxyphthalic anhydride). The product is COP(=O)(CC(CC(C)C)C(N[C@@H](CC(C)C)C(NC)=O)=O)CN1C(C=2C(C1=O)=C(C=CC2C)OC)=O ([(3-methoxy-6-methylphthalimido)methyl][(RS)-4-methyl-2-[[(S)-3-methyl-1-(methylcarbamoyl)butyl]carbamoyl]pentyl]phosphinic acid methyl ester). Yield: 47.1%. RXN SMILES: C(O)(=O)C.[CH3:5][O:6][P:7]([CH2:27][NH2:28])([CH2:9][CH:10]([C:15](=[O:26])[NH:16][C@H:17]([C:22](=[O:25])[NH:23][CH3:24])[CH2:18][CH:19]([CH3:21])[CH3:20])[CH2:11][CH:12]([CH3:14])[CH3:13])=[O:8].[CH3:29][C:30]1[CH:40]=[CH:39][C:38]([O:41][CH3:42])=[C:32]2[C:33]([O:35][C:36](=O)[C:31]=12)=[O:34]>>[CH3:5][O:6][P:7]([CH2:27][N:28]1[C:33](=[O:34])[C:32]2=[C:38]([O:41][CH3:42])[CH:39]=[CH:40][C:30]([CH3:29])=[C:31]2[C:36]1=[O:35])([CH2:9][CH:10]([C:15](=[O:26])[NH:16][C@H:17]([C:22](=[O:25])[NH:23][CH3:24])[CH2:18][CH:19]([CH3:21])[CH3:20])[CH2:11][CH:12]([CH3:14])[CH3:13])=[O:8] |f:0.1|. Reported procedure: In a manner analogous to that described in Example 3(A), from 0.41 g of (aminomethyl)[(RS)-4-methyl-2-[[(S)-3-methyl-1-(methylcarbamoyl)butyl]carbamoyl]pentyl]phosphinic acid methyl ester acetate and 0.21 g of 3-methyl-6-methoxyphthalic anhydride there was obtained 0.245 g of [(3-methoxy-6-methylphthalimido)methyl][(RS)-4-methyl-2-[[(S)-3-methyl-1-(methylcarbamoyl)butyl]carbamoyl]pentyl]phosphinic acid methyl ester in the form of a white foam.